From a dataset of the Open Reaction Database (ORD), a public repository of structured organic reaction records. describe an organic reaction: reactants, conditions, products, and yield Reactants: CC1(N(CCCNC1)S(=O)(=O)C=1C=C2C=CN=CC2=CC1)C (6-(2,2-dimethyl-1,4-diazepan-1-ylsulfonyl)isoquinoline), Cl.C(C)OCC (hydrochloric acid diethyl ether). Solvent: ClCCl (dichloromethane). The product is Cl.Cl.CC1(N(CCCNC1)S(=O)(=O)C=1C=C2C=CN=CC2=CC1)C (6-(2,2-dimethyl-1,4-diazepan-1-ylsulfonyl)isoquinoline dihydrochloride). Reaction SMILES: [CH3:1][C:2]1([CH3:22])[CH2:8][NH:7][CH2:6][CH2:5][CH2:4][N:3]1[S:9]([C:12]1[CH:13]=[C:14]2[C:19](=[CH:20][CH:21]=1)[CH:18]=[N:17][CH:16]=[CH:15]2)(=[O:11])=[O:10].[ClH:23].C(OCC)C>ClCCl>[ClH:23].[ClH:23].[CH3:1][C:2]1([CH3:22])[CH2:8][NH:7][CH2:6][CH2:5][CH2:4][N:3]1[S:9]([C:12]1[CH:13]=[C:14]2[C:19](=[CH:20][CH:21]=1)[CH:18]=[N:17][CH:16]=[CH:15]2)(=[O:11])=[O:10] |f:1.2,4.5.6|. Procedure details: 64 mg of 6-(2,2-dimethyl-1,4-diazepan-1-ylsulfonyl)isoquinoline was dissolved in 5 mL of dichloromethane, and 1 mL of a 1 M hydrochloric acid-diethyl ether solution was added dropwise thereto with stirring and then reacted at room temperature for 3 hours. From the reaction solution, the solvent was distilled off, and the obtained residue was dissolved in 0.5 mL of methanol. Then, 5 mL of ethyl acetate was added with vigorous stirring, and the deposited yellow solid was dried to obtain 68 mg of t... Reactants: [N+](=O)([O-])C=1C(=CC=C2C=CC=NC12)C(C)O (1-(8-nitro-quinolin-7-yl)-ethanol). Reagents/catalysts: O=[Mn]=O (MnO2). Solvent: C(Cl)Cl (DCM). The product is NC=1C(=CC=C2C=CC=NC12)C(C)=O (1-(8-Amino-quinolin-7-yl)-ethanone). The yield is 76.0%. As a reaction SMILES: [N+:1]([C:4]1[C:5]([CH:14]([OH:16])[CH3:15])=[CH:6][CH:7]=[C:8]2[C:13]=1[N:12]=[CH:11][CH:10]=[CH:9]2)([O-])=O>O=[Mn]=O.C(Cl)Cl>[NH2:1][C:4]1[C:5]([C:14](=[O:16])[CH3:15])=[CH:6][CH:7]=[C:8]2[C:13]=1[N:12]=[CH:11][CH:10]=[CH:9]2. Procedure: In a similar fashion using route 27 general procedure 68, 1-(8-nitro-quinolin-7-yl)-ethanol 409 (200 mg, 1.06 mmol), MnO2 (925 mg, 10.63 mmol) and DCM (5 ml) gave the title compound (150 mg, 78%) which was used in the next step without further purification.